Task: describe an organic reaction: reactants, conditions, products, and yield. Dataset: the Open Reaction Database (ORD), a public repository of structured organic reaction records The reactants are COC1=CC=C(CN)C=C1 (4-Methoxybenzylamine), C(C(=C)CC(=O)O)(=O)O (itaconic acid), Cl (hydrochloric acid). Yields the product COC1=CC=C(CN2CC(CC2=O)C(=O)O)C=C1 (1-(4-methoxybenzyl)-5-oxopyrrolidine-3-carboxylic acid). Reaction SMILES: [CH3:1][O:2][C:3]1[CH:10]=[CH:9][C:6]([CH2:7][NH2:8])=[CH:5][CH:4]=1.[C:11]([OH:19])(=[O:18])[C:12]([CH2:14][C:15](O)=[O:16])=[CH2:13].Cl>>[CH3:1][O:2][C:3]1[CH:10]=[CH:9][C:6]([CH2:7][N:8]2[C:15](=[O:16])[CH2:14][CH:12]([C:11]([OH:19])=[O:18])[CH2:13]2)=[CH:5][CH:4]=1. Procedure details: 4-Methoxybenzylamine was added to an aqueous solution of itaconic acid and heated under reflux for 12Hours. After completion of the reaction, this was cooled in an ice bath and mixed with 1 M hydrochloric acid, and the thus precipitated crystals were collected by filtration to obtain 1-(4-methoxybenzyl)-5-oxopyrrolidine-3-carboxylic acid as colorless crystals. EP: 250. Starting materials: CCO, Cc1cn(-c2ccc(O)c(F)c2)c2cccc(OCc3ccccc3)c12. Product: Cc1cn(-c2ccc(O)c(F)c2)c2cccc(O)c12. Reaction SMILES: [CH3:27][CH2:28][OH:29].[F:1][c:2]1[c:3]([OH:26])[cH:4][cH:5][c:6](-[n:8]2[cH:9][c:10]([CH3:25])[c:11]3[c:12]([O:17][CH2:18][c:19]4[cH:20][cH:21][cH:22][cH:23][cH:24]4)[cH:13][cH:14][cH:15][c:16]23)[cH:7]1>>[F:1][c:2]1[c:3]([OH:26])[cH:4][cH:5][c:6](-[n:8]2[cH:9][c:10]([CH3:25])[c:11]3[c:12]([OH:17])[cH:13][cH:14][cH:15][c:16]23)[cH:7]1. Starting materials: COC1=CC=C(CN2C=C(C3=CC=CC=C23)C=O)C=C1 (1-(4-Methoxybenzyl)-1H-indole-3-carbaldehyde), [N+](=O)([O-])C (nitromethane), C(C)(=O)[O-].[NH4+] (ammonium acetate). Product: COC1=CC=C(CN2C=C(C3=CC=CC=C23)\C=C/[N+](=O)[O-])C=C1 ((Z)-1-(4-methoxybenzyl)-3-(2-nitrovinyl)-1H-indole). The yield is 78.1%. RXN SMILES: [CH3:1][O:2][C:3]1[CH:20]=[CH:19][C:6]([CH2:7][N:8]2[C:16]3[C:11](=[CH:12][CH:13]=[CH:14][CH:15]=3)[C:10]([CH:17]=O)=[CH:9]2)=[CH:5][CH:4]=1.[N+:21]([CH3:24])([O-:23])=[O:22].C([O-])(=O)C.[NH4+]>>[CH3:1][O:2][C:3]1[CH:20]=[CH:19][C:6]([CH2:7][N:8]2[C:16]3[C:11](=[CH:12][CH:13]=[CH:14][CH:15]=3)[C:10](/[CH:17]=[CH:24]\[N+:21]([O-:23])=[O:22])=[CH:9]2)=[CH:5][CH:4]=1 |f:2.3|. Procedure: 1-(4-Methoxybenzyl)-1H-indole-3-carbaldehyde (I-61a: 22 g, 83.01 mmol) was refluxed overnight with nitromethane (146 g, 2407 mmol) and ammonium acetate (3.26 g, 42.33 mmol) to afford the crude product. The reaction mass was cooled to room temperature and filtered. The solid collected was washed with water and dried under reduced pressure to afford 20 g of the product (76% yield). Starting materials: O=S(=O)(c1ccccc1)N1C=C2C=COC=C3C2=C(C1)CC31OCCO1, O, O=C(O)C(F)(F)F. Yields the product O=C1CC2=C3C(=CN(S(=O)(=O)c4ccccc4)C2)C=COC=C13. Reaction SMILES: [CH2:8]1[O:9][C:11]2([O:10][CH2:33]1)[CH2:12][C:13]1=[C:14]3[C:15](=[CH:21][N:22]([S:24](=[O:25])(=[O:26])[c:27]4[cH:28][cH:29][cH:30][cH:31][cH:32]4)[CH2:23]1)[CH:16]=[CH:17][O:18][CH:19]=[C:20]23.[OH2:34].[OH:1][C:2]([C:3]([F:4])([F:5])[F:6])=[O:7]>>[O:10]=[C:11]1[CH2:12][C:13]2=[C:14]3[C:15](=[CH:21][N:22]([S:24](=[O:25])(=[O:26])[c:27]4[cH:28][cH:29][cH:30][cH:31][cH:32]4)[CH2:23]2)[CH:16]=[CH:17][O:18][CH:19]=[C:20]13. The reactants are CN(C)C(=[N+](C)C)ON1C2=C(C=CC=C2)N=N1.[B-](F)(F)(F)F (TBTU), C=1C=CC2=C(C1)N=NN2O (HOBt), CN1CCN(CC1)C1CCNCC1 (1-methyl-4-piperidin-4-yl-piperazine), C(C)C=1C=C(C=CC1CC)CC(C(=O)O)NC(=O)N1CCC(CC1)N1C(NC2=CC=CC=C2C1)=O (3-(3,4-diethyl-phenyl)-2-{[4-(2-oxo-1,4-dihydro-2H-quinazolin-3-yl)-piperidine-1-carbonyl]-amino}-propionic acid). Run in C1CCOC1 (THF), C(C)N(CC)CC (triethylamine). Conditions: temperature 40 celsius, time 2 hour. Product: C(C)C=1C=C(CC(C(=O)N2CCC(CC2)N2CCN(CC2)C)NC(=O)N2CCC(CC2)N2C(NC3=CC=CC=C3C2)=O)C=CC1CC (4-(2-oxo-1,4-dihydro-2H-quinazolin-3-yl)-piperidine-1-carboxylic acid-{1-(3,4-diethyl-benzyl)-2-[4-(4-methyl-piperazin-1-yl)-piperidin-1-yl]-2-oxo-ethyl}-amide). Reaction SMILES: CN(C(ON1N=NC2C=CC=CC1=2)=[N+](C)C)C.[B-](F)(F)(F)F.C1C=CC2N(O)N=NC=2C=1.[CH3:33][N:34]1[CH2:39][CH2:38][N:37]([CH:40]2[CH2:45][CH2:44][NH:43][CH2:42][CH2:41]2)[CH2:36][CH2:35]1.[CH2:46]([C:48]1[CH:49]=[C:50]([CH2:56][CH:57]([NH:61][C:62]([N:64]2[CH2:69][CH2:68][CH:67]([N:70]3[CH2:79][C:78]4[C:73](=[CH:74][CH:75]=[CH:76][CH:77]=4)[NH:72][C:71]3=[O:80])[CH2:66][CH2:65]2)=[O:63])[C:58](O)=[O:59])[CH:51]=[CH:52][C:53]=1[CH2:54][CH3:55])[CH3:47]>C1COCC1.C(N(CC)CC)C>[CH2:46]([C:48]1[CH:49]=[C:50]([CH:51]=[CH:52][C:53]=1[CH2:54][CH3:55])[CH2:56][CH:57]([NH:61][C:62]([N:64]1[CH2:69][CH2:68][CH:67]([N:70]2[CH2:79][C:78]3[C:73](=[CH:74][CH:75]=[CH:76][CH:77]=3)[NH:72][C:71]2=[O:80])[CH2:66][CH2:65]1)=[O:63])[C:58]([N:43]1[CH2:44][CH2:45][CH:40]([N:37]2[CH2:38][CH2:39][N:34]([CH3:33])[CH2:35][CH2:36]2)[CH2:41][CH2:42]1)=[O:59])[CH3:47] |f:0.1|. Reported procedure: 336 mg (1.05 mmol) of TBTU, 161 mg (1.05 mmol) of HOBt, 0.75 mL of triethylamine and 192 mg (1.05 mmol) of 1-methyl-4-piperidin-4-yl-piperazine were added to a solution of 500 mg (1.05 mmol) of 3-(3,4-diethyl-phenyl)-2-{[4-(2-oxo-1,4-dihydro-2H-quinazolin-3-yl)-piperidine-1-carbonyl]-amino}-propionic acid in 100 mL of THF, and stirred for 4 h at RT and 2 h at 40° C. The solvent was removed in vacuo, the residue taken up in 40 mL of saturated NaHCO3 solution, exhaustively extracted with EtOAc and... Starting materials: OC1C=C(C(C1)=O)CCCCCCC(=O)OC (methyl 3-hydroxy-5-oxocyclopent-1-eneheptanoate), [OH-].[Na+] (sodium hydroxide), CO (methanol). The solvent is O (water). Run at time 16 hour. The product is crude product, OC1C=C(C(C1)=O)CCCCCCC(=O)O (3-hydroxy-5-oxocyclopent-1-eneheptanoic acid). As a reaction SMILES: [OH:1][CH:2]1[CH2:6][C:5](=[O:7])[C:4]([CH2:8][CH2:9][CH2:10][CH2:11][CH2:12][CH2:13][C:14]([O:16]C)=[O:15])=[CH:3]1.[OH-].[Na+].CO>O>[OH:1][CH:2]1[CH2:6][C:5](=[O:7])[C:4]([CH2:8][CH2:9][CH2:10][CH2:11][CH2:12][CH2:13][C:14]([OH:16])=[O:15])=[CH:3]1 |f:1.2|. Procedure details: A mixture of 0.240 part of methyl 3-hydroxy-5-oxocyclopent-1-eneheptanoate, 10 parts by volume of 0.1 N sodium hydroxide and 7.9 parts of methanol is allowed to stand at room temperature for 16 hours, then diluted with water and extracted with ethyl acetate. The aqueous layer is acidified with 1 N hydrochloric acid and then extracted with ethyl acetate. The ethyl acetate extract is washed with water, dried over anhydrous sodium sulfate and stripped of solvent under reduced pressure. Chromatograp... Reactants: CN1C=2N(C(C3=CC=CC=C13)=O)CCN2 (10-methyl-2,3,5,10-tetrahydroimidazo[2,1-b]quinazoline-5-one), C1(=CC=CC=C1)[Mg]Br (phenylmagnesium bromide), ClC1=CC=C(C=C1)Br (p-chlorophenyl bromide), [Mg] (magnesium). Solvent: O (water), O1CCCC1 (tetrahydrofuran), C(C)OCC (diethyl ether). Yields the product ClC1=CC=C(C=C1)C1(N2C(N(C3=CC=CC=C13)C)=NCC2)O (5-(p-chlorophenyl)-5-hydroxy-10-methyl-2,3,5,10-tetrahydroimidazo[2,1-b]quinazoline). Yield: 26.5%. Reaction SMILES: C1([Mg]Br)C=CC=CC=1.[Cl:9][C:10]1[CH:15]=[CH:14][C:13](Br)=[CH:12][CH:11]=1.[Mg].[CH3:18][N:19]1[C:28]2[C:23](=[CH:24][CH:25]=[CH:26][CH:27]=2)[C:22](=[O:29])[N:21]2[CH2:30][CH2:31][N:32]=[C:20]12>O1CCCC1.O.C(OCC)C>[Cl:9][C:10]1[CH:15]=[CH:14][C:13]([C:22]2([OH:29])[C:23]3[C:28](=[CH:27][CH:26]=[CH:25][CH:24]=3)[N:19]([CH3:18])[C:20]3=[N:32][CH2:31][CH2:30][N:21]23)=[CH:12][CH:11]=1. Procedure details: To a phenylmagnesium bromide solution prepared from 6.9 g of p-chlorophenyl bromide, 0.88 g of magnesium and 25 ml of dry diethyl ether was added dropwise a solution of 2.42 g of 10-methyl-2,3,5,10-tetrahydroimidazo[2,1-b]quinazoline-5-one in 30 ml of dry tetrahydrofuran with stirring and ice-cooling. The mixture was heated under reflux for 2 hours and then cooled. To the mixture were added dropwise 20 ml of water and stirring was continued for a while. The resulting mixture was extracted with h...